From a dataset of the Open Reaction Database (ORD), a public repository of structured organic reaction records. describe an organic reaction: reactants, conditions, products, and yield The reactants are C(CC)C1=CC=2CCC3=CC(=CC=C3C2C=C1)C1=CC(=C(C(=C1)F)F)F (2-propyl-7-(3,4,5-trifluorophenyl)-9,10-dihydrophenanthrene), C(C(=O)Cl)(=O)Cl (oxalyl dichloride), FC1=C(C#N)C=CC(=C1)O (2-fluoro-4-hydroxybenzonitrile). Product: C(CC)C1=CC=C2C=3C=CC(=CC3C=CC2=C1)C(=O)OC1=CC(=C(C=C1)C#N)F (4-cyano-3-fluorophenyl 7-propylphenanthrene-2-carboxylate). As a reaction SMILES: [CH2:1]([C:4]1[CH:17]=[CH:16][C:15]2[C:14]3[C:9](=[CH:10][C:11]([C:18]4C=C(F)C(F)=C(F)C=4)=[CH:12][CH:13]=3)[CH2:8][CH2:7][C:6]=2[CH:5]=1)[CH2:2][CH3:3].C(Cl)(=O)C(Cl)=[O:29].[F:33][C:34]1[CH:41]=[C:40]([OH:42])[CH:39]=[CH:38][C:35]=1[C:36]#[N:37]>>[CH2:1]([C:4]1[CH:5]=[C:6]2[C:15]([C:14]3[CH:13]=[CH:12][C:11]([C:18]([O:42][C:40]4[CH:39]=[CH:38][C:35]([C:36]#[N:37])=[C:34]([F:33])[CH:41]=4)=[O:29])=[CH:10][C:9]=3[CH:8]=[CH:7]2)=[CH:16][CH:17]=1)[CH2:2][CH3:3]. Procedure: 2-iodo-7-propylphenanthrene produced in Example 1 was reacted with oxalyl dichloride, and subsequently reacted with 2-fluoro-4-hydroxybenzonitrile to yield 4-cyano-3-fluorophenyl 7-propylphenanthrene-2-carboxylate The yield is 90.0%. Yields the product C(CCC(=O)OC)(=O)OC1=CC=C(C=C1)\C=C(\C1=CC(=C(C=C1)OC)OC)/C#N (4-[(Z)-2-cyano-2-(3,4-dimethoxy-phenyl)-vinyl]-phenyl methyl succinate). As a reaction SMILES: [CH3:1][O:2][C:3]1[CH:4]=[C:5](/[C:11](=[CH:14]/[C:15]2[CH:20]=[CH:19][C:18]([OH:21])=[CH:17][CH:16]=2)/[C:12]#[N:13])[CH:6]=[CH:7][C:8]=1[O:9][CH3:10].[Cl-].[CH3:23][O:24][C:25](=[O:31])[CH2:26][CH2:27][C:28](O)=[O:29]>N1C=CC=CC=1>[C:28]([O:21][C:18]1[CH:17]=[CH:16][C:15](/[CH:14]=[C:11](\[C:12]#[N:13])/[C:5]2[CH:6]=[CH:7][C:8]([O:9][CH3:10])=[C:3]([O:2][CH3:1])[CH:4]=2)=[CH:20][CH:19]=1)(=[O:29])[CH2:27][CH2:26][C:25]([O:24][CH3:23])=[O:31] |f:1.2|. The solvent is N1=CC=CC=C1 (pyridine). Reactants: COC=1C=C(C=CC1OC)/C(/C#N)=C/C1=CC=C(C=C1)O ((Z)-2-(3,4-dimethoxyphenyl)-3-(4-hydroxyphenyl)acrylonitrile), [Cl-].COC(CCC(=O)O)=O (succinic acid monomethyl ester chloride). Reported procedure: Compound 1 (50 mg) and succinic acid monomethyl ester chloride (44 μL) were dissolved in pyridine (1 mL), followed by stirring for a whole day and night. After completion of reaction, the resultant reaction mixture was concentrated to dryness under reduced pressure, followed by purification by means of silica gel chromatography employing a chloroform/methanol system, to thereby produce the target product (63 mg, yield: 90%). Starting materials: CC(C)(C)OC(=O)N1CCC(CO)CC1, C1CCOC1, [H-], CC(C)c1cc(C#N)cc2nc(-c3ccc(CI)cc3)oc12, [Na+]. Yields the product CC(C)c1cc(C#N)cc2nc(-c3ccc(COCC4CCN(C(=O)OC(C)(C)C)CC4)cc3)oc12. Reaction SMILES: [C:1](=[O:2])([O:3][C:4]([CH3:5])([CH3:6])[CH3:7])[N:8]1[CH2:9][CH2:10][CH:11]([CH2:14][OH:15])[CH2:12][CH2:13]1.[CH2:40]1[O:41][CH2:42][CH2:43][CH2:44]1.[H-:16].[I:18][CH2:19][c:20]1[cH:21][cH:22][c:23](-[c:26]2[o:27][c:28]3[c:29]([n:30]2)[cH:31][c:32]([C:38]#[N:39])[cH:33][c:34]3[CH:35]([CH3:36])[CH3:37])[cH:24][cH:25]1.[Na+:17]>>[C:1](=[O:2])([O:3][C:4]([CH3:5])([CH3:6])[CH3:7])[N:8]1[CH2:9][CH2:10][CH:11]([CH2:14][O:15][CH2:19][c:20]2[cH:21][cH:22][c:23](-[c:26]3[o:27][c:28]4[c:29]([n:30]3)[cH:31][c:32]([C:38]#[N:39])[cH:33][c:34]4[CH:35]([CH3:36])[CH3:37])[cH:24][cH:25]2)[CH2:12][CH2:13]1. The reactants are C1(=CC=CC=C1)SCCl (Chloromethyl phenyl sulfide), C1CC(=O)N(C1=O)Br (NBS). The solvent is CO (methanol), O (water). Yields the product C1(=CC=CC=C1)S(=O)CCl (chloromethyl phenyl sulfoxide). The yield is 41.8%. As a reaction SMILES: [C:1]1([S:7][CH2:8][Cl:9])[CH:6]=[CH:5][CH:4]=[CH:3][CH:2]=1.C1C(=O)N(Br)C(=[O:13])C1>CO.O>[C:1]1([S:7]([CH2:8][Cl:9])=[O:13])[CH:6]=[CH:5][CH:4]=[CH:3][CH:2]=1. Procedure details: Chloromethyl phenyl sulfide (3 g, 18.9 mmol) was dissolved in a mixture of methanol (15 mL) and water (3 mL). The resulting mixture was cooled to a temperature between 0° C. and 5° C. NBS (4.04 g, 1.2 eq) was added in small portions, maintaining the same temperature range. The reaction mixture was stirred within the same temperature range until the reaction was complete. Thereafter, the reaction mixture was quenched by the addition of Na2SO3 solution (10%, 15 mL). The pH of the reaction mixture ... The reactants are [N+](=O)([O-])C=1C=C(C=CC1)S(=O)(=O)Cl (3-nitrobenzenesulphonyl chloride), NC=1SC=NN1 (2-amino-1,3,4-thiadiazole), [OH-].[Na+] (sodium hydroxide). Run in N1=CC=CC=C1 (pyridine). Conditions: time 15 minute. Product: S1C(=NN=C1)NS(=O)(=O)C1=CC(=CC=C1)[N+](=O)[O-] (1-(1,3,4-Thiadiazol-2-ylaminosulphonyl)-3-nitrobenzene). Yield: 32.6%. As a reaction SMILES: [NH2:1][C:2]1[S:3][CH:4]=[N:5][N:6]=1.[N+:7]([C:10]1[CH:11]=[C:12]([S:16](Cl)(=[O:18])=[O:17])[CH:13]=[CH:14][CH:15]=1)([O-:9])=[O:8].[OH-].[Na+]>N1C=CC=CC=1>[S:3]1[CH:4]=[N:5][N:6]=[C:2]1[NH:1][S:16]([C:12]1[CH:13]=[CH:14][CH:15]=[C:10]([N+:7]([O-:9])=[O:8])[CH:11]=1)(=[O:17])=[O:18] |f:2.3|. Procedure: To a stirred suspension of 2-amino-1,3,4-thiadiazole (1.5 g, 15 mmol) in anhydrous pyridine (6 ml) at 0° C., under nitrogen, was added 3-nitrobenzenesulphonyl chloride (3.5 g, 16 mmol) portionwise. The mixture turned yellow and set solid. The mixture was then heated at 120° C. for 1 h before aqueous sodium hydroxide (20% (w/w), 3.3 ml) was added cautiously. Heating was continued for a further 15 min then the solution allowed to cool to ambient temperature. The mixture was evaporated in vacuo and... The reactants are CC(C)(C)OC(=O)NC1CCC(NC(=O)NC2CCN(Cc3ccccc3)C2)CC1, CCO, [OH-], [OH-], [Pd+2]. Product: CC(C)(C)OC(=O)NC1CCC(NC(=O)NC2CCNC2)CC1. Reaction SMILES: [C:1]([CH3:2])([CH3:3])([CH3:4])[O:5][C:6]([NH:7][CH:8]1[CH2:9][CH2:10][CH:11]([NH:14][C:15](=[O:16])[NH:17][CH:18]2[CH2:19][N:20]([CH2:23][c:24]3[cH:25][cH:26][cH:27][cH:28][cH:29]3)[CH2:21][CH2:22]2)[CH2:12][CH2:13]1)=[O:30].[CH3:31][CH2:32][OH:33].[OH-:34].[OH-:36].[Pd+2:35]>>[C:1]([CH3:2])([CH3:3])([CH3:4])[O:5][C:6]([NH:7][CH:8]1[CH2:9][CH2:10][CH:11]([NH:14][C:15](=[O:16])[NH:17][CH:18]2[CH2:19][NH:20][CH2:21][CH2:22]2)[CH2:12][CH2:13]1)=[O:30]. Starting materials: CC(=O)C1C(C=CCC1(C)C)C (2,6,6-trimethyl-3-cyclohexenyl methyl ketone), CC(C)([O-])C.[K+] (potassium t-butoxide). Reagents/catalysts: [Br-].C(CCC)[N+](CCCC)(CCCC)CCCC (tetra-n-butylammonium bromide). Solvent: COCCOCCOCCOCCO (tetraethyleneglycol monomethyl ether). Yields the product CC(=O)[C@H]1[C@@H](C=CCC1(C)C)C (trans-2,6,6-trimethyl-3-cyclohexenyl methyl ketone), CC(=O)C1C(C=CCC1(C)C)C (2,6,6-trimethyl-3-cyclohexenyl methyl ketone). Reaction SMILES: [CH3:1][C:2]([CH:4]1[C:9]([CH3:11])([CH3:10])[CH2:8][CH:7]=[CH:6][CH:5]1[CH3:12])=[O:3].CC(C)([O-])C.[K+]>[Br-].C([N+](CCCC)(CCCC)CCCC)CCC.COCCOCCOCCOCCO>[CH3:1][C:2]([C@@H:4]1[C:9]([CH3:11])([CH3:10])[CH2:8][CH:7]=[CH:6][C@H:5]1[CH3:12])=[O:3].[CH3:1][C:2]([CH:4]1[C:9]([CH3:11])([CH3:10])[CH2:8][CH:7]=[CH:6][CH:5]1[CH3:12])=[O:3] |f:1.2,3.4|. Procedure: In a 500-ml four-necked flask equipped with a thermometer, a condenser and a stirrer, placed were 2,6,6-trimethyl-3-cyclohexenyl methyl ketone (100 g) synthesized in Referential Example 1, tetraethyleneglycol monomethyl ether (150 ml), potassium t-butoxide (25 g) and tetra-n-butylammonium bromide (2 g). Under stirring, they were reacted at 175° C. for 4 hours. The reaction mixture at this time was sampled and analyzed by gas chromatography, resulting in that the content of trans-2,6,6-trimethyl-...